From a dataset of the Open Reaction Database (ORD), a public repository of structured organic reaction records. describe an organic reaction: reactants, conditions, products, and yield Reactants: CC1=C(N=C(O1)C1=CC=CC=C1)CCOC1=CC=C(C=O)C=C1 (4-[2-(5-Methyl-2-phenyl-4-oxazolyl)ethoxy]benzaldehyde), C(CC(=O)OCC)(=O)OCC (diethyl malonate), N1CCCCC1 (piperidine). Run in C(C)(=O)O (acetic acid). The product is CC1=C(N=C(O1)C1=CC=CC=C1)CCOC1=CC=C(C=C(C(=O)OCC)C(=O)OCC)C=C1 (Diethyl 4-[2-(5-methyl-2-phenyl-4-oxazolyl)ethoxy]benzylidenemalonate). Yield: 81.7%. Reaction SMILES: [CH3:1][C:2]1[O:6][C:5]([C:7]2[CH:12]=[CH:11][CH:10]=[CH:9][CH:8]=2)=[N:4][C:3]=1[CH2:13][CH2:14][O:15][C:16]1[CH:23]=[CH:22][C:19]([CH:20]=O)=[CH:18][CH:17]=1.[C:24]([O:32][CH2:33][CH3:34])(=[O:31])[CH2:25][C:26]([O:28][CH2:29][CH3:30])=[O:27].N1CCCCC1>C(O)(=O)C>[CH3:1][C:2]1[O:6][C:5]([C:7]2[CH:12]=[CH:11][CH:10]=[CH:9][CH:8]=2)=[N:4][C:3]=1[CH2:13][CH2:14][O:15][C:16]1[CH:23]=[CH:22][C:19]([CH:20]=[C:25]([C:26]([O:28][CH2:29][CH3:30])=[O:27])[C:24]([O:32][CH2:33][CH3:34])=[O:31])=[CH:18][CH:17]=1. Procedure details: 4-[2-(5-Methyl-2-phenyl-4-oxazolyl)ethoxy]benzaldehyde (8.0 g, 26.0 mmol) synthesized according to the method described in WO95/18125, diethyl malonate (4.79 g, 29.9 mmol), acetic acid (1.04 ml) and piperidine (1.03 ml) were mixed. While removing water through Dean-Stark trap, the mixture was refluxed under heating. Three and a half hours later, toluene was evaporated and the obtained residue was recrystallized from ethyl acetate-hexane to give the title compound (9.55 g, yield 82%) as pale-brow... Starting materials: resultant mixture, CN(C=O)C (N,N-dimethylformamide), C(C)N1C2=CC=CC=C2SC=2C=CC=CC12 (10-Ethylphenothiazine), C([O-])([O-])=O.[Na+].[Na+] (sodium carbonate), P(=O)(Cl)(Cl)Cl (phosphorus oxychloride). Reagents/catalysts: [Cl-].[Zn+2].[Cl-] (zinc chloride). Run in C1(=CC=CC=C1)C (toluene), O (water). Reaction conditions: temperature 80 celsius, time 3 hour. Yields the product C(=O)C=1C=CC=2N(C3=CC=C(C=C3SC2C1)C=O)CC (3,7-Diformyl-10-ethylphenothiazine). Reaction SMILES: CN(C)[CH:3]=[O:4].[CH2:6]([N:8]1[C:21]2[CH:20]=[CH:19][CH:18]=[CH:17][C:16]=2[S:15][C:14]2[C:9]1=[CH:10][CH:11]=[CH:12][CH:13]=2)[CH3:7].P(Cl)(Cl)(Cl)=O.[C:27](=O)([O-])[O-:28].[Na+].[Na+]>[Cl-].[Zn+2].[Cl-].O.C1(C)C=CC=CC=1>[CH:27]([C:12]1[CH:11]=[CH:10][C:9]2[N:8]([CH2:6][CH3:7])[C:21]3[C:16]([S:15][C:14]=2[CH:13]=1)=[CH:17][C:18]([CH:3]=[O:4])=[CH:19][CH:20]=3)=[O:28] |f:3.4.5,6.7.8|. Procedure details: To a mixture of 6.5 g (47.7 mmol) of dehydrated zinc chloride and 150 ml of toluene were added 14 ml (180.1 mmol) of N,N-dimethylformamide (DMF) and 10.0 g (44.0 mmol) of 10-ethylphenothiazine (4a). Thereto was gradually added dropwise 27.0 g (176.1 mmol) of phosphorus oxychloride at room temperature to 35° C. The resultant mixture was reacted at 73° to 78° C. for 3 days and then poured into 200 ml of water. This mixture was neutralized with sodium carbonate, stirred at 80° C. for 3 hours, and t...